This data is from the Open Reaction Database (ORD), a public repository of structured organic reaction records. The task is: describe an organic reaction: reactants, conditions, products, and yield Reactants: CSC1=NN2C(C=CC=C2)=C1[N+](=O)[O-] (2-Methylthio-3-nitropyrazolo[1,5-a]pyridine), stannous chloride dihydrate, Cl (hydrochloric acid), Cl (hydrochloric acid), stannous chloride dihydrate. The solvent is O (water). Conditions: time 1 hour. Yields the product Cl.NC=1C(=NN2C1C=CC=C2)SC (3-Amino-2-methylthiopyrazolo[1,5-a]pyridine Hydrochloride). As a reaction SMILES: [CH3:1][S:2][C:3]1[C:11]([N+:12]([O-])=O)=[C:6]2[CH:7]=[CH:8][CH:9]=[CH:10][N:5]2[N:4]=1.[ClH:15]>O>[ClH:15].[NH2:12][C:11]1[C:3]([S:2][CH3:1])=[N:4][N:5]2[CH:10]=[CH:9][CH:8]=[CH:7][C:6]=12 |f:3.4|. Reported procedure: 4 g. 2-Methylthio-3-nitropyrazolo[1,5-a]pyridine (see Heterocycles, 6, 379/1977; Chem. Pharm. Bull., 25 1528/1977) are dissolved in 200 ml. concentrated hydrochloric acid and mixed with 20 g. stannous chloride dihydrate. After 1 hour, there are again added 15 g. stannous chloride dihydrate, 15 ml. concentrated hydrochloric acid and 200 ml. water. After a further reaction period of 1 hour, the reaction mixture is poured on to ice, the yellow solution is rendered alkaline and extracted with ethyl ...